This data is from the Open Reaction Database (ORD), a public repository of structured organic reaction records. The task is: describe an organic reaction: reactants, conditions, products, and yield The reactants are CC(CN1C(N(C2=NC(=CC=C21)C2=CCCN(C2)C(=O)OC(C)(C)C)C)=O)(C)C (tert-butyl 5-[1-(2,2-dimethylpropyl)-3-methyl-2-oxo-2,3-dihydro-1H-imidazo[4,5-b]pyridin-5-yl]-3,6-dihydropyridine-1(2H)-carboxylate), [H][H] (hydrogen). Reagents/catalysts: [Pd] (Palladium on Carbon). Run in CCO (EtOH). Run at time 1 hour. The product is CC(CN1C(N(C2=NC(=CC=C21)C2CN(CCC2)C(=O)OC(C)(C)C)C)=O)(C)C (tert-butyl 3-[1-(2,2-dimethylpropyl)-3-methyl-2-oxo-2,3-dihydro-1H-imidazo[4,5-b]pyridin-5-yl]piperidine-1-carboxylate). RXN SMILES: [CH3:1][C:2]([CH3:29])([CH3:28])[CH2:3][N:4]1[C:12]2[C:7](=[N:8][C:9]([C:13]3[CH2:18][N:17]([C:19]([O:21][C:22]([CH3:25])([CH3:24])[CH3:23])=[O:20])[CH2:16][CH2:15][CH:14]=3)=[CH:10][CH:11]=2)[N:6]([CH3:26])[C:5]1=[O:27].[H][H]>[Pd].CCO>[CH3:1][C:2]([CH3:29])([CH3:28])[CH2:3][N:4]1[C:12]2[C:7](=[N:8][C:9]([CH:13]3[CH2:14][CH2:15][CH2:16][N:17]([C:19]([O:21][C:22]([CH3:24])([CH3:23])[CH3:25])=[O:20])[CH2:18]3)=[CH:10][CH:11]=2)[N:6]([CH3:26])[C:5]1=[O:27]. Procedure details: To a round bottom flask containing tert-butyl 5-[1-(2,2-dimethylpropyl)-3-methyl-2-oxo-2,3-dihydro-1H-imidazo[4,5-b]pyridin-5-yl]-3,6-dihydropyridine-1(2H)-carboxylate (17-27) (1 g, 2.497 mmol), was added EtOH (25 mL) & Palladium on Carbon (10% by weight on carbon) (0.25 g, 0.2349 mmol). A balloon containing hydrogen gas was then attached and purged 3× with vacuum/hydrogen. The reaction mixture was permitted to stir at room temperature for 1 hour, then purged 3× with vacuum/nitrogen, diluted wit... The reactants are C[O-].[Na+] (sodium methoxide), [N+](=O)([O-])C=1C=C(C(=O)OC)C=CC1C#C[Si](C)(C)C (methyl 3-nitro-4-trimethylsilylethynylbenzoate), C(C)(=O)O (acetic acid). Solvent: CO (methanol). Reaction conditions: temperature 0 celsius. Product: COC(CC1=C(C=C(C(=O)OC)C=C1)[N+](=O)[O-])OC (methyl 4-(2,2-dimethoxyethyl)-3-nitrobenzoate). Isolated yield 82.5%. As a reaction SMILES: [CH3:1][O-:2].[Na+].[N+:4]([C:7]1[CH:8]=[C:9]([CH:14]=[CH:15][C:16]=1[C:17]#[C:18][Si](C)(C)C)[C:10]([O:12][CH3:13])=[O:11])([O-:6])=[O:5].[C:23]([OH:26])(=O)C>CO>[CH3:1][O:2][CH:18]([O:26][CH3:23])[CH2:17][C:16]1[CH:15]=[CH:14][C:9]([C:10]([O:12][CH3:13])=[O:11])=[CH:8][C:7]=1[N+:4]([O-:6])=[O:5] |f:0.1|. Reported procedure: To a methanol solution of 2.92 g (54.1 mmol) of sodium methoxide was added 3.00 g (10.8 mmol) of methyl 3-nitro-4-trimethylsilylethynylbenzoate prepared above. The mixture was refluxed for 30 minutes. After cooling to 0° C., 5.52 g (54.1 mmol) of acetic acid was added to the reaction mixture and the solvent was then distilled off under reduced pressure. Ice water was poured onto the resulting residue followed by extraction three times with dichloromethane. After drying over anhydrous magnesium s... The reactants are ClC1=C(C=CC(=C1)Cl)/C=C/C1=NC(=CC(=N1)O)C ((E)-2-[2-(2,4-dichloro-phenyl)-vinyl]-6-methyl-pyrimidin-4-ol), O=P(Cl)(Cl)Cl (POCl3). Product: ClC1=NC(=NC(=C1)C)\C=C\C1=C(C=C(C=C1)Cl)Cl ((E)-4-chloro-2-[2-(2,4-dichloro-phenyl)-vinyl]-6-methyl-pyrimidine). Isolated yield 92.1%. Reaction SMILES: [Cl:1][C:2]1[CH:7]=[C:6]([Cl:8])[CH:5]=[CH:4][C:3]=1/[CH:9]=[CH:10]/[C:11]1[N:16]=[C:15](O)[CH:14]=[C:13]([CH3:18])[N:12]=1.O=P(Cl)(Cl)[Cl:21]>>[Cl:21][C:15]1[CH:14]=[C:13]([CH3:18])[N:12]=[C:11](/[CH:10]=[CH:9]/[C:3]2[CH:4]=[CH:5][C:6]([Cl:8])=[CH:7][C:2]=2[Cl:1])[N:16]=1. Reported procedure: In analogy to example 12c), by heating (E)-2-[2-(2,4-dichloro-phenyl)-vinyl]-6-methyl-pyrimidin-4-ol (0.5 g, 1.78 mmol) in POCl3 (3.26 ml, 35.6 mmol) at 130° C. for 4.5 h there was obtained (E)-4-chloro-2-[2-(2,4-dichloro-phenyl)-vinyl]-6-methyl-pyrimidine (0.491 g, 92%) as a pink solid. EI mass spectrum, m/e: 298 (M calculated for C13H9Cl3N2: 298). Reactants: CC12CCC3c4ccc(OCc5ccccc5)cc4CCC3C1C=CC21OCCO1, CC(C)=O, [Na+], O=C([O-])O, O. The product is CC12CCC3c4ccc(OCc5ccccc5)cc4CCC3C1C=CC2=O. RXN SMILES: [CH2:1]([c:2]1[cH:3][cH:4][cH:5][cH:6][cH:7]1)[O:8][c:9]1[cH:10][c:11]2[c:24]([cH:25][cH:26]1)[CH:23]1[CH:14]([CH2:13][CH2:12]2)[CH:15]2[CH:16]=[CH:17][C:18]3([C:19]2([CH3:20])[CH2:21][CH2:22]1)[O:27][CH2:30][CH2:29][O:28]3.[CH3:36][C:37](=[O:38])[CH3:39].[Na+:35].[O-:31][C:32]([OH:33])=[O:34].[OH2:40]>>[CH2:1]([c:2]1[cH:3][cH:4][cH:5][cH:6][cH:7]1)[O:8][c:9]1[cH:10][c:11]2[c:24]([cH:25][cH:26]1)[CH:23]1[CH:14]([CH2:13][CH2:12]2)[CH:15]2[CH:16]=[CH:17][C:18](=[O:27])[C:19]2([CH3:20])[CH2:21][CH2:22]1.